This data is from the Open Reaction Database (ORD), a public repository of structured organic reaction records. The task is: describe an organic reaction: reactants, conditions, products, and yield The reactants are OC(CC(C)=O)CCSC1=CC=C(C=C1)C(F)(F)F (4-hydroxy-6-(4-trifluoromethylphenylthio)-2-hexanone), ClC(C(=O)O)(Cl)Cl (trichloroacetic acid). The solvent is C1(=CC=CC=C1)C (toluene). The product is FC(C1=CC=C(C=C1)SCCC=CC(C)=O)(F)F (6-(4-trifluoromethylphenylthio)-3-hexen-2-one). As a reaction SMILES: O[CH:2]([CH2:7][CH2:8][S:9][C:10]1[CH:15]=[CH:14][C:13]([C:16]([F:19])([F:18])[F:17])=[CH:12][CH:11]=1)[CH2:3][C:4](=[O:6])[CH3:5].ClC(Cl)(Cl)C(O)=O>C1(C)C=CC=CC=1>[F:18][C:16]([F:17])([F:19])[C:13]1[CH:14]=[CH:15][C:10]([S:9][CH2:8][CH2:7][CH:2]=[CH:3][C:4](=[O:6])[CH3:5])=[CH:11][CH:12]=1. Procedure details: 5.00 Grams of 4-hydroxy-6-(4-trifluoromethylphenylthio)-2-hexanone were dissolved in 50 ml of toluene, and 1.00 g of trichloroacetic acid was added thereto. The resulting mixture was refluxed for 2 hours with stirring. After having been cooled, the mixture was washed with a saturated aqueous sodium hydrogencarbonate solution and then with a saturated aqueous sodium chloride solution. Then the mixture was dried over anhydrous magnesium sulfate. Removing the solvent from the layer under reduced pr...